This data is from the Open Reaction Database (ORD), a public repository of structured organic reaction records. The task is: describe an organic reaction: reactants, conditions, products, and yield The reactants are O=C[C@H](O)[C@@H](O)[C@H](O)[C@H](O)C(=O)O (D-glucuronic acid), CC1=C(C(CCC1)(C)C)/C=C/C(=C/C=C/C(=C/C(=O)F)/C)/C (retinoyl fluoride), CC1=C(C(CCC1)(C)C)/C=C/C(=C/C=C/C(=C/C(=O)F)/C)/C (Retinoyl fluoride), C([O-])(O)=O.[Na+] (sodium bicarbonate), Cl (HCl). Run in O (water), CC(=O)C (acetone), O (water), O (water). Reaction conditions: time 22 hour. Yields the product CC1=C(C(CCC1)(C)C)/C=C/C(=C/C=C/C(=C/C(=O)O[C@H]2[C@@H]([C@H]([C@@H]([C@H](O2)C(=O)O)O)O)O)/C)/C (retinoyl β-glucuronide). The yield is 61.1%. RXN SMILES: [CH3:1][C:2]1[CH2:7][CH2:6][CH2:5][C:4]([CH3:9])([CH3:8])[C:3]=1/[CH:10]=[CH:11]/[C:12](/[CH3:22])=[CH:13]/[CH:14]=[CH:15]/[C:16](/[CH3:21])=[CH:17]/[C:18](F)=[O:19].[O:23]=[CH:24][C@@H:25]([C@H:27]([C@@H:29]([C@@H:31]([C:33]([OH:35])=[O:34])[OH:32])[OH:30])[OH:28])[OH:26].C(=O)(O)[O-].[Na+].Cl>CC(C)=O.O>[CH3:1][C:2]1[CH2:7][CH2:6][CH2:5][C:4]([CH3:9])([CH3:8])[C:3]=1/[CH:10]=[CH:11]/[C:12](/[CH3:22])=[CH:13]/[CH:14]=[CH:15]/[C:16](/[CH3:21])=[CH:17]/[C:18]([O:23][C@@H:24]1[O:32][C@H:31]([C:33]([OH:35])=[O:34])[C@@H:29]([OH:30])[C@H:27]([OH:28])[C@H:25]1[OH:26])=[O:19] |f:2.3|. Procedure: Retinoyl fluoride (2.4 g, 7.9 mmol) was dissolved in 200 ml of acetone. D-glucuronic acid (6 g, 31 mmol) dissolved in 50 ml of water and sodium bicarbonate (970 mg) dissolved in 50 ml of water were added to the retinoyl fluoride solution. The mixture was stirred at room temperature for 20-24 hrs. The solution was neutralized with 1N HCl, diluted with water, and the product was extracted with ethyl acetate. The extract was washed with water, dried over anhydrous sodium sulfate and then evaporated...